This data is from the Open Reaction Database (ORD), a public repository of structured organic reaction records. The task is: describe an organic reaction: reactants, conditions, products, and yield Starting materials: acetal ester, C1=CC(=CC=C1N)S(=O)(=O)C2=CC=C(C=C2)N (4,4'-DDS), Cl (HCl), diamine, O1CCCC=C1 (dihydropyran). Solvent: C1CCOC1 (THF), C1CCOC1 (THF). Reaction conditions: time 5 minute. The product is C1=CC(=CC=C1N)S(=O)(=O)C2=CC=C(C=C2)N.C1CC=COC1 (4,4'-DDS DHP). The yield is 196.1%. RXN SMILES: [CH:1]1[C:6]([NH2:7])=[CH:5][CH:4]=[C:3]([S:8]([C:11]2[CH:16]=[CH:15][C:14]([NH2:17])=[CH:13][CH:12]=2)(=[O:10])=[O:9])[CH:2]=1.[O:18]1[CH:23]=[CH:22][CH2:21][CH2:20][CH2:19]1.Cl>C1COCC1>[CH:15]1[C:14]([NH2:17])=[CH:13][CH:12]=[C:11]([S:8]([C:3]2[CH:4]=[CH:5][C:6]([NH2:7])=[CH:1][CH:2]=2)(=[O:10])=[O:9])[CH:16]=1.[CH2:22]1[CH2:23][O:18][CH:19]=[CH:20][CH2:21]1 |f:4.5|. Procedure details: Under nitrogen inside a resin kettle, placed 2.48 g of 4,4'-DDS (fw 248.3, 10.0 mmoles) and 40.0 mL of anhydrous THF. The diamine did not go into solution. While stirring with a high-torque mechanical stirrer, added 4.66 g of 6FDA (fw 444.2, 10.5 mmoles) and 10.0 mL more THF. Everything went into solution within 5 minutes. After 2 hours of stirring at room temperature added 16.0 g of dihydropyran and 0.2 g of pyr-HCl polymer. The reaction was then stirred for 60 hours at 35° C. under nitrogen wi... Reactants: Cc1ccc(S(=O)(=O)NCCCCOc2ccc([N+](=O)[O-])cc2)cc1, CCO, NN. Yields the product Cc1ccc(S(=O)(=O)NCCCCOc2ccc(N)cc2)cc1. As a reaction SMILES: [CH3:1][c:2]1[cH:3][cH:4][c:5]([S:8](=[O:9])(=[O:10])[NH:11][CH2:12][CH2:13][CH2:14][CH2:15][O:16][c:17]2[cH:18][cH:19][c:20]([N+:23]([O-:24])=[O:25])[cH:21][cH:22]2)[cH:6][cH:7]1.[CH3:28][CH2:29][OH:30].[NH2:26][NH2:27]>>[CH3:1][c:2]1[cH:3][cH:4][c:5]([S:8](=[O:9])(=[O:10])[NH:11][CH2:12][CH2:13][CH2:14][CH2:15][O:16][c:17]2[cH:18][cH:19][c:20]([NH2:23])[cH:21][cH:22]2)[cH:6][cH:7]1. The reactants are CC(C)(C)OCC1NC(=O)N(c2ccc(Cc3nc4c([nH]3)c(=O)n(Cc3ccccc3F)c(=O)n4CC3CC3)cc2)C1=O, O=C(O)C(F)(F)F. The product is O=C1NC(CO)C(=O)N1c1ccc(Cc2nc3c([nH]2)c(=O)n(Cc2ccccc2F)c(=O)n3CC2CC2)cc1. RXN SMILES: [C:1]([CH3:2])([CH3:3])([CH3:4])[O:5][CH2:6][CH:7]1[NH:8][C:9](=[O:43])[N:10]([c:13]2[cH:14][cH:15][c:16]([CH2:17][c:18]3[n:19][c:20]4[n:21]([CH2:37][CH:38]5[CH2:39][CH2:40]5)[c:22](=[O:36])[n:23]([CH2:28][c:29]5[c:30]([F:35])[cH:31][cH:32][cH:33][cH:34]5)[c:24](=[O:27])[c:25]4[nH:26]3)[cH:41][cH:42]2)[C:11]1=[O:12].[OH:44][C:45]([C:46]([F:47])([F:48])[F:49])=[O:50]>>[OH:5][CH2:6][CH:7]1[NH:8][C:9](=[O:43])[N:10]([c:13]2[cH:14][cH:15][c:16]([CH2:17][c:18]3[n:19][c:20]4[n:21]([CH2:37][CH:38]5[CH2:39][CH2:40]5)[c:22](=[O:36])[n:23]([CH2:28][c:29]5[c:30]([F:35])[cH:31][cH:32][cH:33][cH:34]5)[c:24](=[O:27])[c:25]4[nH:26]3)[cH:41][cH:42]2)[C:11]1=[O:12]. The reactants are Cl.C(C)(C)NCC(=O)C1=CC(=C(C=C1)O)O (3,4-dihydroxyphenyl isopropylaminomethyl ketone hydrochloride), CC1=C(C(=O)Cl)C=CC(=C1C)C (2,3,4-trimethylbenzoyl chloride). Product: C(C)(C)NCC(=O)C1=CC(=C(C=C1)OC(C1=C(C(=C(C=C1)C)C)C)=O)O (3-hydroxy-4-(2,3,4-trimethylbenzoyloxy)phenyl isopropylaminomethyl ketone). Reaction SMILES: Cl.[CH:2]([NH:5][CH2:6][C:7]([C:9]1[CH:14]=[CH:13][C:12]([OH:15])=[C:11]([OH:16])[CH:10]=1)=[O:8])([CH3:4])[CH3:3].[CH3:17][C:18]1[C:26]([CH3:27])=[C:25]([CH3:28])[CH:24]=[CH:23][C:19]=1[C:20](Cl)=[O:21]>>[CH:2]([NH:5][CH2:6][C:7]([C:9]1[CH:14]=[CH:13][C:12]([O:15][C:20](=[O:21])[C:19]2[CH:23]=[CH:24][C:25]([CH3:28])=[C:26]([CH3:27])[C:18]=2[CH3:17])=[C:11]([OH:16])[CH:10]=1)=[O:8])([CH3:4])[CH3:3] |f:0.1|. Procedure details: Following the procedure described above in Example 58A but using 3,4-dihydroxyphenyl isopropylaminomethyl ketone hydrochloride instead of 3,4-dihydroxyphenyl tert-butylaminomethyl ketone hydrochloride and 2,3,4-trimethylbenzoyl chloride instead of isovaleryl chloride, there is obtained 3-hydroxy-4-(2,3,4-trimethylbenzoyloxy)phenyl isopropylaminomethyl ketone; and by interaction of this base with hydrochloric acid there is obtained the hydrochloride salt. When this hydrochloride is catalytically ... Reactants: ClC=1N=NC(=CC1)Cl (3,6-Dichloropyridazine), O1CCC(CC1)CO ((tetrahydropyran-4-yl)methanol). Yields the product ClC=1N=NC(=CC1)OCC1CCOCC1 (3-Chloro-6-(tetrahydropyran-4-ylmethoxy)pyridazine). As a reaction SMILES: [Cl:1][C:2]1[N:3]=[N:4][C:5](Cl)=[CH:6][CH:7]=1.[O:9]1[CH2:14][CH2:13][CH:12]([CH2:15][OH:16])[CH2:11][CH2:10]1>>[Cl:1][C:2]1[N:3]=[N:4][C:5]([O:16][CH2:15][CH:12]2[CH2:13][CH2:14][O:9][CH2:10][CH2:11]2)=[CH:6][CH:7]=1. Procedure: 3,6-Dichloropyridazine (1.0 g, 6.712 mmol) was reacted analogously to example 4a with (tetrahydropyran-4-yl)methanol (779 mg, 6.712 mmol). Yield: 683 mg (45%), M+H+: 229.1.